Dataset: the Open Reaction Database (ORD), a public repository of structured organic reaction records. Task: describe an organic reaction: reactants, conditions, products, and yield Reactants: O (water), CC1(OC2=C(C(=CC(=C2CC1)C)C)C)CC(=O)OCC (ethyl (2,5,7,8-tetramethylchroman-2-yl)acetate), [H-].[Al+3].[Li+].[H-].[H-].[H-] (lithium aluminum hydride). Solvent: O1CCCC1 (THF), O1CCCC1 (tetrahydrofuran), O1CCCC1 (THF). The product is CC1(OC2=C(C(=CC(=C2CC1)C)C)C)CCO (2-(2,5,7,8-tetramethylchroman-2-yl)ethanol). Isolated yield 73.7%. As a reaction SMILES: [CH3:1][C:2]1([CH2:15][C:16](OCC)=[O:17])[CH2:11][CH2:10][C:9]2[C:4](=[C:5]([CH3:14])[C:6]([CH3:13])=[CH:7][C:8]=2[CH3:12])[O:3]1.[H-].[Al+3].[Li+].[H-].[H-].[H-].O>O1CCCC1>[CH3:1][C:2]1([CH2:15][CH2:16][OH:17])[CH2:11][CH2:10][C:9]2[C:4](=[C:5]([CH3:14])[C:6]([CH3:13])=[CH:7][C:8]=2[CH3:12])[O:3]1 |f:1.2.3.4.5.6|. Procedure details: A solution of ethyl (2,5,7,8-tetramethylchroman-2-yl)acetate (8.00 g) in tetrahydrofuran (THF) (16 ml) was added dropwise to the suspension of lithium aluminum hydride (1.10 g) in THF (40 ml) under reflux. After refluxing for 2 hours, a solution of water (1 ml) in THF (5 ml) was added to the reaction mixture. The insoluble material was filtered off and the filtrate was concentrated under reduced pressure to give a residue. The residue was purified by chromatography over silica gel (AcOEt-hexane ... The reactants are FC(C(=O)OC(C(F)(F)F)=O)(F)F (trifluoroacetic anhydride), C1(=CC=CC=C1)C (toluene). Reaction conditions: temperature 200 celsius, time 2 hour. The product is C1(=CC(=CC=C1)C(=O)O)C (m-toluic acid), C=1(C(=CC=CC1)C(=O)O)C (o-toluic acid). RXN SMILES: FC(F)(F)[C:3]([O:5][C:6](=[O:11])[C:7](F)(F)F)=[O:4].[C:14]1([CH3:20])[CH:19]=[CH:18][CH:17]=[CH:16][CH:15]=1>>[C:14]1([CH3:20])[CH:15]=[CH:16][CH:17]=[C:7]([C:6]([OH:5])=[O:11])[CH:19]=1.[C:14]1([CH3:20])[C:19]([C:3]([OH:5])=[O:4])=[CH:18][CH:17]=[CH:16][CH:15]=1. Procedure details: A mixture of toluene (5 mL), trifluoroacetic anhydride (1 mL), and the catalyst solution as prepared above (0.3 mL) was pressurized, at room temperature, with air (1000 psig) and CO (120 psig). The resulting mixture was stirred at 200° C. for 2 hours. After the mixture was cooled down to room temperature, the solvents were evaporated. The residue was redissolved in ether and analyzed by GC-MS with chlorobenzene as an internal standard. A mixture of p-toluic acid and m-toluic acid (70:30) was pro... Reactants: C(C)OC([C@@H](C[C@@H](CC1=CC=C(C=C1)C1=CC(=CC=C1)Cl)NC(=O)C1=NNC(=C1)C(C)=O)O)=O ((2R,4R)-4-[(5-Acetyl-1H-pyrazole-3-carbonyl)amino]-5-(3′-chlorobiphenyl-4-yl)-2-hydroxy-pentanoic acid ethyl ester), [Li+].[OH-] (LiOH), O (water), CCO (EtOH). Product: C(C)(=O)C1=CC(=NN1)C(=O)N[C@@H](C[C@H](C(=O)O)O)CC1=CC=C(C=C1)C1=CC(=CC=C1)Cl ((2R,4R)-4-[(5-Acetyl-1H-pyrazole-3-carbonyl)amino]-5-(3′-chlorobiphenyl-4-yl)-2-hydroxypentanoic Acid). Isolated yield 16.8%. As a reaction SMILES: C([O:3][C:4](=[O:34])[C@H:5]([OH:33])[CH2:6][C@H:7]([NH:22][C:23]([C:25]1[CH:29]=[C:28]([C:30](=[O:32])[CH3:31])[NH:27][N:26]=1)=[O:24])[CH2:8][C:9]1[CH:14]=[CH:13][C:12]([C:15]2[CH:20]=[CH:19][CH:18]=[C:17]([Cl:21])[CH:16]=2)=[CH:11][CH:10]=1)C.[Li+].[OH-].O.CCO>>[C:30]([C:28]1[NH:27][N:26]=[C:25]([C:23]([NH:22][C@H:7]([CH2:8][C:9]2[CH:10]=[CH:11][C:12]([C:15]3[CH:20]=[CH:19][CH:18]=[C:17]([Cl:21])[CH:16]=3)=[CH:13][CH:14]=2)[CH2:6][C@@H:5]([OH:33])[C:4]([OH:34])=[O:3])=[O:24])[CH:29]=1)(=[O:32])[CH3:31] |f:1.2|. Reported procedure: (2R,4R)-4-[(5-Acetyl-1H-pyrazole-3-carbonyl)amino]-5-(3′-chlorobiphenyl-4-yl)-2-hydroxy-pentanoic acid ethyl ester (72 mg, 150 μmol) was stirred at room temperature with LiOH (10.8 mg, 450 μmol) in water (450 μL, 25 mmol) and EtOH (450 μL, 7.7 mmol), overnight. The solvent was removed and the remaining material was purified by preparative HPLC to yield the title compound (11.5 mg) as a TFA salt. Reactants: CC1CCNCC1, CO, O=Cc1ccc(C=CC(=O)Nc2ccc(-c3ccc(Cl)cc3)cc2)cc1, ClCCl. The product is CC1CCN(Cc2ccc(C=CC(=O)Nc3ccc(-c4ccc(Cl)cc4)cc3)cc2)CC1. Reaction SMILES: [CH3:27][CH:28]1[CH2:29][CH2:30][NH:31][CH2:32][CH2:33]1.[CH3:34][OH:35].[Cl:1][c:2]1[cH:3][cH:4][c:5](-[c:8]2[cH:9][cH:10][c:11]([NH:14][C:15]([CH:16]=[CH:17][c:18]3[cH:19][cH:20][c:21]([CH:24]=[O:25])[cH:22][cH:23]3)=[O:26])[cH:12][cH:13]2)[cH:6][cH:7]1.[Cl:36][CH2:37][Cl:38]>>[Cl:1][c:2]1[cH:3][cH:4][c:5](-[c:8]2[cH:9][cH:10][c:11]([NH:14][C:15]([CH:16]=[CH:17][c:18]3[cH:19][cH:20][c:21]([CH2:24][N:31]4[CH2:30][CH2:29][CH:28]([CH3:27])[CH2:33][CH2:32]4)[cH:22][cH:23]3)=[O:26])[cH:12][cH:13]2)[cH:6][cH:7]1. Reactants: N#Cc1cc(F)cc(-c2noc(-c3ccccn3)n2)c1, O=C([O-])[O-], CN(C)C=O, ClC(Cl)Cl, [K+], [K+], c1c[nH]cn1. The product is N#Cc1cc(-c2noc(-c3ccccn3)n2)cc(-n2ccnc2)c1. RXN SMILES: [C:1](#[N:2])[c:3]1[cH:4][c:5](-[c:10]2[n:11][o:12][c:13](-[c:15]3[n:16][cH:17][cH:18][cH:19][cH:20]3)[n:14]2)[cH:6][c:7]([F:9])[cH:8]1.[C:21](=[O:22])([O-:23])[O-:24].[CH3:32][N:33]([CH3:34])[CH:35]=[O:36].[CH:37]([Cl:38])([Cl:39])[Cl:40].[K+:25].[K+:26].[nH:27]1[cH:28][n:29][cH:30][cH:31]1>>[C:1](#[N:2])[c:3]1[cH:4][c:5](-[c:10]2[n:11][o:12][c:13](-[c:15]3[n:16][cH:17][cH:18][cH:19][cH:20]3)[n:14]2)[cH:6][c:7](-[n:27]2[cH:28][n:29][cH:30][cH:31]2)[cH:8]1. Starting materials: N1N=CN=C1 (1H-1,2,4-triazole), C(C1=CC=CC=C1)OC1=CC=C(C=C1)CCOS(=O)(=O)C (1-benzyloxy-4-(2-methane-sulfonyloxyethyl)benzene). The product is N1(N=CN=C1)CCC1=CC=C(C=C1)O (4-[2-(1H-1,2,4,-triazol-1-yl)ethyl]phenol). Reaction SMILES: [NH:1]1[CH:5]=[N:4][CH:3]=[N:2]1.C([O:13][C:14]1[CH:19]=[CH:18][C:17]([CH2:20][CH2:21]OS(C)(=O)=O)=[CH:16][CH:15]=1)C1C=CC=CC=1>>[N:1]1([CH2:21][CH2:20][C:17]2[CH:18]=[CH:19][C:14]([OH:13])=[CH:15][CH:16]=2)[CH:5]=[N:4][CH:3]=[N:2]1. Procedure details: In a manner analogous to that described in Example 10(b), from 1H-1,2,4-triazole and 1-benzyloxy-4-(2-methane-sulfonyloxyethyl)benzene, 4-[2-(1H-1,2,4,-triazol-1-yl)ethyl]phenol was obtained. Starting materials: Clc1ncc(Br)cn1, COc1ccc(C(C)C)cc1-c1ccc(C(F)(F)F)cc1CN, CCN(C(C)C)C(C)C, C1COCCO1. Yields the product COc1ccc(C(C)C)cc1-c1ccc(C(F)(F)F)cc1CNc1ncc(Br)cn1. As a reaction SMILES: [Br:24][c:25]1[cH:26][n:27][c:28]([Cl:31])[n:29][cH:30]1.[CH:1]([CH3:2])([CH3:3])[c:4]1[cH:5][cH:6][c:7]([O:22][CH3:23])[c:8](-[c:10]2[c:11]([CH2:20][NH2:21])[cH:12][c:13]([C:16]([F:17])([F:18])[F:19])[cH:14][cH:15]2)[cH:9]1.[CH:32]([N:33]([CH2:34][CH3:35])[CH:36]([CH3:37])[CH3:38])([CH3:39])[CH3:40].[O:41]1[CH2:42][CH2:43][O:44][CH2:45][CH2:46]1>>[CH:1]([CH3:2])([CH3:3])[c:4]1[cH:5][cH:6][c:7]([O:22][CH3:23])[c:8](-[c:10]2[c:11]([CH2:20][NH:21][c:28]3[n:27][cH:26][c:25]([Br:24])[cH:30][n:29]3)[cH:12][c:13]([C:16]([F:17])([F:18])[F:19])[cH:14][cH:15]2)[cH:9]1. The reactants are solution, N (ammonia), NC1=C(C=C(C=N1)C=1C=NN(C1)CCN1CCN(CC1)C(=O)OC(C)(C)C)C=1OC2=C(N1)C=CC=C2 (tert-butyl 4-[2-[4-[6-amino-5-(1,3-benzoxazol-2-yl)-3-pyridyl]pyrazol-1-yl]ethyl]piperazine-1-carboxylate). The solvent is CO (methanol), C(=O)(C(F)(F)F)O (TFA). Yields the product O1C(=NC2=C1C=CC=C2)C=2C(=NC=C(C2)C=2C=NN(C2)CCN2CCNCC2)N (3-(1,3-benzoxazol-2-yl)-5-[1-(2-piperazin-1-ylethyl)pyrazol-4-yl]pyridin-2-amine). Yield: 68.4%. RXN SMILES: [NH2:1][C:2]1[N:7]=[CH:6][C:5]([C:8]2[CH:9]=[N:10][N:11]([CH2:13][CH2:14][N:15]3[CH2:20][CH2:19][N:18](C(OC(C)(C)C)=O)[CH2:17][CH2:16]3)[CH:12]=2)=[CH:4][C:3]=1[C:28]1[O:29][C:30]2[CH:36]=[CH:35][CH:34]=[CH:33][C:31]=2[N:32]=1.N>C(O)(C(F)(F)F)=O.CO>[O:29]1[C:30]2[CH:36]=[CH:35][CH:34]=[CH:33][C:31]=2[N:32]=[C:28]1[C:3]1[C:2]([NH2:1])=[N:7][CH:6]=[C:5]([C:8]2[CH:9]=[N:10][N:11]([CH2:13][CH2:14][N:15]3[CH2:20][CH2:19][NH:18][CH2:17][CH2:16]3)[CH:12]=2)[CH:4]=1. Procedure: A solution of tert-butyl 4-[2-[4-[6-amino-5-(1,3-benzoxazol-2-yl)-3-pyridyl]pyrazol-1-yl]ethyl]piperazine-1-carboxylate (90 mg) in TFA (3 ml) was stirred at 25° C. for 1 hour. A solution 7N ammonia in methanol (20 ml) was added to the mixture and adsorbed on silica gel. The crude product was purified by flash chromatography on silica gel eluting with 2 to 8% methanolic ammonia (7 N) in dichloromethane. The solvent was evaporated to dryness to afford 3-(1,3-benzoxazol-2-yl)-5-[1-(2-piperazin-1-yl... The reactants are CCOC(=O)C(CC1CCCC1)c1ccccc1, CNC(N)=O, C[O-], C[O-], CO, [Mg+2]. The product is CNC(=O)NC(=O)C(CC1CCCC1)c1ccccc1. Reaction SMILES: [CH2:1]([O:2][C:4]([CH:5]([CH2:6][CH:7]1[CH2:8][CH2:9][CH2:10][CH2:11]1)[c:12]1[cH:13][cH:14][cH:15][cH:16][cH:17]1)=[O:18])[CH3:3].[CH3:19][NH:20][C:21](=[O:22])[NH2:23].[CH3:24][O-:25].[CH3:27][O-:28].[CH3:29][OH:30].[Mg+2:26]>>[C:4]([CH:5]([CH2:6][CH:7]1[CH2:8][CH2:9][CH2:10][CH2:11]1)[c:12]1[cH:13][cH:14][cH:15][cH:16][cH:17]1)(=[O:18])[NH:23][C:21]([NH:20][CH3:19])=[O:22]. Starting materials: COc1ccc(-c2cc(=Nc3c(C)cc(C)cc3C)n(C)c(=O)n2C)cc1[N+](=O)[O-], CO, Cl. The product is COc1ccc(-c2cc(=Nc3c(C)cc(C)cc3C)n(C)c(=O)n2C)cc1N. As a reaction SMILES: [CH3:1][n:2]1[c:3](=[O:30])[n:4]([CH3:29])[c:5](=[N:19][c:20]2[c:21]([CH3:28])[cH:22][c:23]([CH3:27])[cH:24][c:25]2[CH3:26])[cH:6][c:7]1-[c:8]1[cH:9][c:10]([N+:16]([O-:17])=[O:18])[c:11]([O:14][CH3:15])[cH:12][cH:13]1.[CH3:32][OH:33].[ClH:31]>>[CH3:1][n:2]1[c:3](=[O:30])[n:4]([CH3:29])[c:5](=[N:19][c:20]2[c:21]([CH3:28])[cH:22][c:23]([CH3:27])[cH:24][c:25]2[CH3:26])[cH:6][c:7]1-[c:8]1[cH:9][c:10]([NH2:16])[c:11]([O:14][CH3:15])[cH:12][cH:13]1.